This data is from the Open Reaction Database (ORD), a public repository of structured organic reaction records. The task is: describe an organic reaction: reactants, conditions, products, and yield The reactants are CNC=1C2=C(N=C(C1)C1=CC=CC=C1)ON=C2C (N, 3-dimethyl-6-phenylisoxazolo[5,4-b]pyridin-4-amine), Cl (hydrochloric acid). Solvent: C(C)#N (acetonitrile). Yields the product Cl.CNC=1C2=C(N=C(C1)C1=CC=CC=C1)ON=C2C (N,3-Dimethyl-6-phenylisoxazolo[5,4-b]pyridin-4-amine, hydrochloride). Yield: 88.3%. RXN SMILES: [CH3:1][NH:2][C:3]1[C:4]2[C:17]([CH3:18])=[N:16][O:15][C:5]=2[N:6]=[C:7]([C:9]2[CH:14]=[CH:13][CH:12]=[CH:11][CH:10]=2)[CH:8]=1.[ClH:19]>C(#N)C>[ClH:19].[CH3:1][NH:2][C:3]1[C:4]2[C:17]([CH3:18])=[N:16][O:15][C:5]=2[N:6]=[C:7]([C:9]2[CH:14]=[CH:13][CH:12]=[CH:11][CH:10]=2)[CH:8]=1 |f:3.4|. Reported procedure: The hydrochloride is prepared by dissolving N, 3-dimethyl-6-phenylisoxazolo[5,4-b]pyridin-4-amine in acetonitrile and adding ethereal hydrochloric acid, yield 88.3%, m.p. 232°-234°.